From a dataset of the Open Reaction Database (ORD), a public repository of structured organic reaction records. describe an organic reaction: reactants, conditions, products, and yield The reactants are COC(=O)c1ccc(OCC2CC(F)(F)CN2C(=O)OC(C)(C)C)cc1, ClCCl, O=C(O)C(F)(F)F, [Na+], O=C([O-])O. Product: COC(=O)c1ccc(OCC2CC(F)(F)CN2)cc1. RXN SMILES: [C:1]([O:2][C:3](=[O:4])[N:8]1[CH:9]([CH2:15][O:16][c:17]2[cH:18][cH:19][c:20]([C:21](=[O:22])[O:23][CH3:24])[cH:25][cH:26]2)[CH2:10][C:11]([F:13])([F:14])[CH2:12]1)([CH3:5])([CH3:6])[CH3:7].[Cl:39][CH2:40][Cl:41].[F:27][C:28]([F:29])([F:30])[C:31]([OH:32])=[O:33].[Na+:38].[O-:34][C:35]([OH:36])=[O:37]>>[NH:8]1[CH:9]([CH2:15][O:16][c:17]2[cH:18][cH:19][c:20]([C:21](=[O:22])[O:23][CH3:24])[cH:25][cH:26]2)[CH2:10][C:11]([F:13])([F:14])[CH2:12]1. Starting materials: ice water, COC=1C=C2C=C(C=NC2=CC1)CCC(=O)NC(C(=O)OCC)C(=O)OCC (diethyl (6-methoxy-3-quinolyl)methylacetamidomalonate), solution, B(Br)(Br)Br (boron tribromide). Solvent: C(Cl)Cl (methylene chloride), C(Cl)Cl (methylene chloride). Reaction conditions: time 8 hour. Yields the product OC=1C=C2C=C(C=NC2=CC1)CCC(=O)NC(C(=O)OCC)C(=O)OCC (Diethyl (6-hydroxy-3-quinolyl)methylacetamidomalonate). Yield: 11.5%. RXN SMILES: C[O:2][C:3]1[CH:4]=[C:5]2[C:10](=[CH:11][CH:12]=1)[N:9]=[CH:8][C:7]([CH2:13][CH2:14][C:15]([NH:17][CH:18]([C:24]([O:26][CH2:27][CH3:28])=[O:25])[C:19]([O:21][CH2:22][CH3:23])=[O:20])=[O:16])=[CH:6]2.B(Br)(Br)Br>C(Cl)Cl>[OH:2][C:3]1[CH:4]=[C:5]2[C:10](=[CH:11][CH:12]=1)[N:9]=[CH:8][C:7]([CH2:13][CH2:14][C:15]([NH:17][CH:18]([C:24]([O:26][CH2:27][CH3:28])=[O:25])[C:19]([O:21][CH2:22][CH3:23])=[O:20])=[O:16])=[CH:6]2. Procedure details: To a solution of 0.39 g (1 mmol) of diethyl (6-methoxy-3-quinolyl)methylacetamidomalonate in 10 mL of dry methylene chloride was added dropwise at -70° C. a 1 M solution of boron tribromide in methylene chloride. The reaction temperature was gradually raised to room temperature while stirring overnight. Then, the reaction mixture was poured into ice water and extracted with methylene chloride. The organic layer was washed with water, dried over anhydrous magnesium sulfate and evaporated in vacuo... Reactants: C1(=CC=CC=C1)B(O)O (phenylboronic acid), C1(=CC=CC=C1)C (toluene), C([O-])([O-])=O.[Na+].[Na+] (sodium carbonate), COC1=C(C=O)C=CC(=C1)Br (2-methoxy-4-bromobenzaldehyde), tetrakis triphenyl. The solvent is O (water). Yields the product COC=1C=C(C=CC1C=O)C1=CC=CC=C1 (3-Methoxy-biphenyl-4-carboxaldehyde). Reaction SMILES: [C:1]1(C)[CH:6]=[CH:5][CH:4]=[CH:3][CH:2]=1.C(=O)([O-])[O-].[Na+].[Na+].[CH3:14][O:15][C:16]1[CH:23]=[C:22](Br)[CH:21]=[CH:20][C:17]=1[CH:18]=[O:19].C1(B(O)O)C=CC=CC=1>O>[CH3:14][O:15][C:16]1[CH:23]=[C:22]([C:1]2[CH:6]=[CH:5][CH:4]=[CH:3][CH:2]=2)[CH:21]=[CH:20][C:17]=1[CH:18]=[O:19] |f:1.2.3|. Procedure details: A mixture of toluene (30 mL) and water (5 mL) was degassed with nitrogen for 30 min. A mixture of sodium carbonate (2.26 g, 6.9 mmol) was added followed by 2-methoxy-4-bromobenzaldehyde (0.5 g, 2.3 mmol), phenylboronic acid (0.337 g, 2.7 mmol) and tetrakis triphenyl phosphene palladium(0) (0.261 g, 0.022 mmol) to the above degassed water/toluene mixture. The reaction mixture was then refluxed overnight. After the reaction is completed, it was cooled to room temperature and extracted with ethyl a... The product is COC(=O)c1ccc(-c2cc(-c3cnc(SC)nc3CN3C(=O)OC(c4cc(C(F)(F)F)cc(C(F)(F)F)c4)C3C)c(OC)cc2F)c(C)c1. The reactants are C1COCCO1, CSc1ncc(Br)c(CN2C(=O)OC(c3cc(C(F)(F)F)cc(C(F)(F)F)c3)C2C)n1, COC(=O)c1ccc(-c2cc(B3OC(C)(C)C(C)(C)O3)c(OC)cc2F)c(C)c1, [K+], [K+], O=C([O-])[O-]. Reaction SMILES: [CH2:67]1[O:68][CH2:69][CH2:70][O:71][CH2:72]1.[F:1][C:2]([c:3]1[cH:4][c:5]([CH:13]2[CH:14]([CH3:29])[N:15]([CH2:19][c:20]3[n:21][c:22]([S:27][CH3:28])[n:23][cH:24][c:25]3[Br:26])[C:16](=[O:18])[O:17]2)[cH:6][c:7]([C:9]([F:10])([F:11])[F:12])[cH:8]1)([F:30])[F:31].[F:32][c:33]1[c:34](-[c:50]2[c:51]([CH3:60])[cH:52][c:53]([C:56](=[O:57])[O:58][CH3:59])[cH:54][cH:55]2)[cH:35][c:36]([B:41]2[O:42][C:43]([CH3:44])([CH3:45])[C:46]([CH3:47])([CH3:48])[O:49]2)[c:37]([O:39][CH3:40])[cH:38]1.[K+:61].[K+:62].[O-:63][C:64]([O-:65])=[O:66]>>[F:1][C:2]([c:3]1[cH:4][c:5]([CH:13]2[CH:14]([CH3:29])[N:15]([CH2:19][c:20]3[n:21][c:22]([S:27][CH3:28])[n:23][cH:24][c:25]3-[c:36]3[cH:35][c:34](-[c:50]4[c:51]([CH3:60])[cH:52][c:53]([C:56](=[O:57])[O:58][CH3:59])[cH:54][cH:55]4)[c:33]([F:32])[cH:38][c:37]3[O:39][CH3:40])[C:16](=[O:18])[O:17]2)[cH:6][c:7]([C:9]([F:10])([F:11])[F:12])[cH:8]1)([F:30])[F:31].